Dataset: the Open Reaction Database (ORD), a public repository of structured organic reaction records. Task: describe an organic reaction: reactants, conditions, products, and yield The reactants are COC1=CC=C(C=C1)C(C#N)C(C)=O (2-(4-methoxyphenyl)-3-oxobutanenitrile), O(C1=CC=CC=C1)C=1C=C(C=CC1)CC#N (3-phenoxyphenylethanenitrile), C(=O)OCC (ethyl formate). Yields the product O=CC(C#N)C1=CC(=CC=C1)OC1=CC=CC=C1 (3-Oxo-2-(3-phenoxyphenyl)propanenitrile), oil. Isolated yield 84.0%. Reaction SMILES: [O:1]([C:8]1[CH:9]=[C:10]([CH2:14][C:15]#[N:16])[CH:11]=[CH:12][CH:13]=1)[C:2]1[CH:7]=[CH:6][CH:5]=[CH:4][CH:3]=1.[CH:17](OCC)=[O:18].COC1C=CC(C(C(=O)C)C#N)=CC=1>>[O:18]=[CH:17][CH:14]([C:10]1[CH:11]=[CH:12][CH:13]=[C:8]([O:1][C:2]2[CH:3]=[CH:4][CH:5]=[CH:6][CH:7]=2)[CH:9]=1)[C:15]#[N:16]. Procedure: 3-Oxo-2-(3-phenoxyphenyl)propanenitrile was prepared on a 2.39 mmol scale from 3-phenoxyphenylethanenitrile and ethyl formate using the procedure described for the preparation of 2-(4-methoxyphenyl)-3-oxobutanenitrile in Example 17. The product was a viscous orange oil (84% yield). Reactants: BrBr, O=C([O-])[O-], CC(C)(C)n1cccn1, ClCCl, [Na+], [Na+]. Product: CC(C)(C)n1cc(Br)cn1. RXN SMILES: [Br:16][Br:17].[C:1](=[O:2])([O-:3])[O-:4].[C:7]([CH3:8])([CH3:9])([CH3:10])[n:11]1[n:12][cH:13][cH:14][cH:15]1.[Cl:18][CH2:19][Cl:20].[Na+:5].[Na+:6]>>[C:7]([CH3:8])([CH3:9])([CH3:10])[n:11]1[n:12][cH:13][c:14]([Br:16])[cH:15]1. Product: C(C)(=O)C1=CC2=C(S1)C1=CC=C(C=C1CC2)OCCCC (2-acetyl-4,5-dihydro-7-(n-butyloxy)naphtho[1,2-b]thiophene). Reported procedure: 0.46 mL of butyl iodide and 0.83 g of potassium carbonate were added to a 10 mL dimethylformamide solution of 0.5 g of the compound obtained in Example 39, and the system was stirred for 2 hours at 80° C. After the reaction, water was added and extraction was performed with ethyl acetate. The extracted organic layer was washed with saturated brine, dried with magnesium sulfate, and then subjected to reduced-pressure solvent distillation. The residue thus obtained was refined by silica gel column... RXN SMILES: [CH2:1](I)[CH2:2][CH2:3][CH3:4].C(=O)([O-])[O-].[K+].[K+].CN(C)C=O.[C:17]([C:20]1[S:24][C:23]2[C:25]3[C:30]([CH2:31][CH2:32][C:22]=2[CH:21]=1)=[CH:29][C:28]([OH:33])=[CH:27][CH:26]=3)(=[O:19])[CH3:18]>C(OCC)(=O)C.CCCCCC.O>[C:17]([C:20]1[S:24][C:23]2[C:25]3[C:30]([CH2:31][CH2:32][C:22]=2[CH:21]=1)=[CH:29][C:28]([O:33][CH2:1][CH2:2][CH2:3][CH3:4])=[CH:27][CH:26]=3)(=[O:19])[CH3:18] |f:1.2.3,6.7|. Reaction conditions: temperature 80 celsius, time 2 hour. Run in C(C)(=O)OCC.CCCCCC (ethyl acetate hexane), O (water). Starting materials: C(CCC)I (butyl iodide), C([O-])([O-])=O.[K+].[K+] (potassium carbonate), CN(C=O)C (dimethylformamide), C(C)(=O)C1=CC2=C(S1)C1=CC=C(C=C1CC2)O (2-acetyl-4,5-dihydro-7-hydroxynaphtho[1,2-b]thiophene).